Dataset: the Open Reaction Database (ORD), a public repository of structured organic reaction records. Task: describe an organic reaction: reactants, conditions, products, and yield The reactants are C(C)(C)(C)C=1N=C(C2=C(N1)N(N=N2)CC)N2CC(CC2)(F)F (5-tert-Butyl-7-(3,3-difluoro-pyrrolidin-1-yl)-3-ethyl-3H-[1,2,3]triazolo[4,5-d]pyrimidine), C(C)(C)(C)C=1N=C(C2=C(N1)NN=N2)N2CC(CC2)(F)F (5-tert-butyl-7-(3,3-difluoropyrrolidin-1-yl)-3H-[1,2,3]triazolo[4,5-d]pyrimidine), BrCC1=C(C=CC(=C1)F)Cl (2-(bromomethyl)-1-chloro-4-fluorobenzene). Yields the product C(C)(C)(C)C=1N=C(C2=C(N1)N(N=N2)CC2=C(C=CC(=C2)F)Cl)N2CC(CC2)(F)F (5-tert-Butyl-3-(2-chloro-5-fluoro-benzyl)-7-(3,3-difluoro-pyrrolidin-1-yl)-3H-[1,2,3]triazolo[4,5-d]pyrimidine). As a reaction SMILES: [C:1]([C:5]1[N:6]=[C:7]([N:16]2[CH2:20][CH2:19][C:18]([F:22])([F:21])[CH2:17]2)[C:8]2[N:13]=[N:12][N:11]([CH2:14][CH3:15])[C:9]=2[N:10]=1)([CH3:4])([CH3:3])[CH3:2].C(C1N=C(N2CCC(F)(F)C2)C2N=NNC=2N=1)(C)(C)C.BrCC1[CH:50]=[C:49]([F:51])[CH:48]=[CH:47][C:46]=1[Cl:52]>>[C:1]([C:5]1[N:6]=[C:7]([N:16]2[CH2:20][CH2:19][C:18]([F:21])([F:22])[CH2:17]2)[C:8]2[N:13]=[N:12][N:11]([CH2:14][C:15]3[CH:50]=[C:49]([F:51])[CH:48]=[CH:47][C:46]=3[Cl:52])[C:9]=2[N:10]=1)([CH3:2])([CH3:3])[CH3:4]. Procedure details: In analogy to the procedure described for the synthesis of 5-tert-butyl-7-(3,3-difluoropyrrolidin-1-yl)-3-ethyl-3H-[1,2,3]triazolo[4,5-d]pyrimidine (example 61), the title compound was prepared from 5-tert-butyl-7-(3,3-difluoropyrrolidin-1-yl)-3H-[1,2,3]triazolo[4,5-d]pyrimidine and 2-(bromomethyl)-1-chloro-4-fluorobenzene and isolated as light-yellow gum. MS (m/e): 425.3 (MH+). RXN SMILES: [Br:1][CH2:2][c:3]1[cH:4][cH:5][c:6]([C:9]([C:10]([F:11])([F:12])[F:13])([C:14]([F:15])([F:16])[F:17])[OH:18])[cH:7][cH:8]1.[C:32](=[O:33])([O-:34])[O-:35].[CH3:38][C:39]#[N:40].[K+:36].[K+:37].[N:19]1([C:25](=[O:26])[O:27][C:28]([CH3:29])([CH3:30])[CH3:31])[CH2:20][CH2:21][NH:22][CH2:23][CH2:24]1>>[CH2:2]([c:3]1[cH:4][cH:5][c:6]([C:9]([C:10]([F:11])([F:12])[F:13])([C:14]([F:15])([F:16])[F:17])[OH:18])[cH:7][cH:8]1)[N:22]1[CH2:21][CH2:20][N:19]([C:25](=[O:26])[O:27][C:28]([CH3:29])([CH3:30])[CH3:31])[CH2:24][CH2:23]1. The product is CC(C)(C)OC(=O)N1CCN(Cc2ccc(C(O)(C(F)(F)F)C(F)(F)F)cc2)CC1. Starting materials: OC(c1ccc(CBr)cc1)(C(F)(F)F)C(F)(F)F, O=C([O-])[O-], CC#N, [K+], [K+], CC(C)(C)OC(=O)N1CCNCC1. Starting materials: Cc1cccnc1CSCCN, CC#N, CSC(=N)NS(=O)(=O)c1ccccc1. Yields the product Cc1cccnc1CSCCN=C(N)NS(=O)(=O)c1ccccc1. Reaction SMILES: [CH3:1][c:2]1[c:3]([CH2:8][S:9][CH2:10][CH2:11][NH2:12])[n:4][cH:5][cH:6][cH:7]1.[CH3:27][C:28]#[N:29].[c:13]1([S:19](=[O:20])(=[O:21])[NH:22][C:23]([S:24][CH3:25])=[NH:26])[cH:14][cH:15][cH:16][cH:17][cH:18]1>>[CH3:1][c:2]1[c:3]([CH2:8][S:9][CH2:10][CH2:11][N:12]=[C:23]([NH:22][S:19]([c:13]2[cH:14][cH:15][cH:16][cH:17][cH:18]2)(=[O:20])=[O:21])[NH2:26])[n:4][cH:5][cH:6][cH:7]1. Reactants: C(C(=O)C)(=O)Cl (pyruvyl chloride), Cl.C[Si](C)(C)OC([C@@H](N)C(C)C)=O (valine trimethylsilyl ester hydrochloride). Product: C[Si](C)(C)OC([C@@H](NC(C(=O)C)=O)C(C)C)=O (pyruvyl-valine trimethylsilyl ester). As a reaction SMILES: [C:1](Cl)(=[O:5])[C:2]([CH3:4])=[O:3].Cl.[CH3:8][Si:9]([O:12][C:13](=[O:19])[C@H:14]([CH:16]([CH3:18])[CH3:17])[NH2:15])([CH3:11])[CH3:10]>>[CH3:11][Si:9]([O:12][C:13](=[O:19])[C@H:14]([CH:16]([CH3:17])[CH3:18])[NH:15][C:1](=[O:5])[C:2]([CH3:4])=[O:3])([CH3:8])[CH3:10] |f:1.2|. Reported procedure: A method of synthesizing pyruvyl-valine according to the invention comprises the steps of reacting sodium pyruvate with oxalyl chloride to yield pyruvyl chloride, then reacting the pyruvyl chloride with a suspension of valine trimethylsilyl ester hydrochloride to yield pyruvyl-valine trimethylsilyl ester and then subjecting the pyruvyl-valine trimethylsilyl ester to hydrolysis to yield pyruvyl-valine. The pyruvyl-valine synthesized via the route set forth above serves as a pyruvyl-amino acid pyr... Starting materials: O=C([O-])[O-], CCO, Nc1ncccc1C(=O)O, [Na+], [Na+], O, O=S(=O)(O)O. The product is CCOC(=O)c1cccnc1N. RXN SMILES: [C:19](=[O:20])([O-:21])[O-:22].[CH3:1][CH2:2][OH:3].[NH2:4][c:5]1[c:6]([C:7](=[O:8])[OH:9])[cH:10][cH:11][cH:12][n:13]1.[Na+:23].[Na+:24].[OH2:25].[S:14](=[O:15])(=[O:16])([OH:17])[OH:18]>>[CH3:1][CH2:2][O:3][C:7]([c:6]1[c:5]([NH2:4])[n:13][cH:12][cH:11][cH:10]1)=[O:8]. Reactants: CO, ClCCl, O=CCn1c(=O)ccc2ccc(F)cc21, CC(C)(C)OC(=O)NC1CCNCC1, [Na+], [Na+], O=S(=O)([O-])[O-]. Yields the product CC(C)(C)OC(=O)NC1CCN(CCn2c(=O)ccc3ccc(F)cc32)CC1. Reaction SMILES: [CH3:37][OH:38].[Cl:39][CH2:40][Cl:41].[F:1][c:2]1[cH:3][cH:4][c:5]2[cH:6][cH:7][c:8](=[O:15])[n:9]([CH2:12][CH:13]=[O:14])[c:10]2[cH:11]1.[NH:16]1[CH2:17][CH2:18][CH:19]([NH:22][C:23]([O:24][C:25]([CH3:26])([CH3:27])[CH3:28])=[O:29])[CH2:20][CH2:21]1.[Na+:30].[Na+:31].[O-:32][S:33]([O-:34])(=[O:35])=[O:36]>>[F:1][c:2]1[cH:3][cH:4][c:5]2[cH:6][cH:7][c:8](=[O:15])[n:9]([CH2:12][CH2:13][N:16]3[CH2:17][CH2:18][CH:19]([NH:22][C:23]([O:24][C:25]([CH3:26])([CH3:27])[CH3:28])=[O:29])[CH2:20][CH2:21]3)[c:10]2[cH:11]1. Starting materials: [Cl-].[NH4+] (ammonium chloride), O (water), COC(=O)C=1C=C2C(=NC=NC2=CC1)NC1=CC(=C(C=C1)OCC1=CC(=CC=C1)F)Cl (4-(3-chloro-4-(3-fluorobenzyloxy)phenylamino)-quinazoline-6-carboxylic acid methyl ester), Cl.CNOC (N,O-dimethylhydroxylamine hydrochloride), O1CCCC1 (tetrahydrofuran), iPrMgCl tetrahydrofuran. Run at time 20 minute. Product: COCNC(=O)C=1C=C2C(=NC=NC2=CC1)NC1=CC(=C(C=C1)OCC1=CC(=CC=C1)F)Cl (4-(3-chloro-4 (3-fluorobenzyloxy)phenylamino)-quinazoline-6-carboxylic acid methoxy methyl amide). RXN SMILES: CO[C:3]([C:5]1[CH:6]=[C:7]2[C:12](=[CH:13][CH:14]=1)[N:11]=[CH:10][N:9]=[C:8]2[NH:15][C:16]1[CH:21]=[CH:20][C:19]([O:22][CH2:23][C:24]2[CH:29]=[CH:28][CH:27]=[C:26]([F:30])[CH:25]=2)=[C:18]([Cl:31])[CH:17]=1)=[O:4].Cl.C[NH:34]OC.[Cl-].[NH4+].O.[O:40]1[CH2:44]CC[CH2:41]1>>[CH3:41][O:40][CH2:44][NH:34][C:3]([C:5]1[CH:6]=[C:7]2[C:12](=[CH:13][CH:14]=1)[N:11]=[CH:10][N:9]=[C:8]2[NH:15][C:16]1[CH:21]=[CH:20][C:19]([O:22][CH2:23][C:24]2[CH:29]=[CH:28][CH:27]=[C:26]([F:30])[CH:25]=2)=[C:18]([Cl:31])[CH:17]=1)=[O:4] |f:1.2,3.4|. Procedure details: In tetrahydrofuran (230 ml) was dissolved 4-(3-chloro-4-(3-fluorobenzyloxy)phenylamino)-quinazoline-6-carboxylic acid methyl ester (X-1, 11.6 g), N,O-dimethylhydroxylamine hydrochloride (7.8 g) was added, and 2 mol/L iPrMgCl tetrahydrofuran solution (79.8 ml) was added dropwise over 30 minutes under ice cooling. After completion of addition, the mixture was stirred for 20 minutes under ice cooling and, after completion of the reaction, 200 ml of aqueous saturated ammonium chloride solution was a... The reactants are Cl, Clc1nc2ccccc2o1, Cl[Fe](Cl)Cl, O=P(Cl)(Cl)Cl, c1ccc2ocnc2c1. Product: Clc1ccc2nc(Cl)oc2c1. Reaction SMILES: [Cl:10].[Cl:11][c:12]1[o:13][c:14]2[c:15]([n:16]1)[cH:17][cH:18][cH:19][cH:20]2.[Cl:26][Fe:27]([Cl:28])[Cl:29].[P:21]([Cl:22])([Cl:23])([Cl:24])=[O:25].[cH:1]1[cH:2][c:3]2[c:4]([o:5][cH:6][n:7]2)[cH:8][cH:9]1>>[Cl:11][c:12]1[o:13][c:14]2[c:15]([n:16]1)[cH:17][cH:18][c:19]([Cl:23])[cH:20]2. Starting materials: [H-].[Na+] (Sodium hydride), COC(=O)C1=NNC=C1 (1H-pyrazole-3-carboxylic acid methyl ester), CN(S(=O)(=O)Cl)C (dimethylsulfamoyl chloride). Run in O (water), C1CCOC1 (THF). Conditions: temperature 0 celsius, time 30 minute. The product is COC(=O)C1=NN(C=C1)S(N(C)C)(=O)=O (1-dimethylsulfamoyl-1H-pyrazole-3-carboxylic acid methyl ester). The yield is 75.2%. As a reaction SMILES: [H-].[Na+].[CH3:3][O:4][C:5]([C:7]1[CH:11]=[CH:10][NH:9][N:8]=1)=[O:6].[CH3:12][N:13]([CH3:18])[S:14](Cl)(=[O:16])=[O:15]>C1COCC1.O>[CH3:3][O:4][C:5]([C:7]1[CH:11]=[CH:10][N:9]([S:14](=[O:16])(=[O:15])[N:13]([CH3:18])[CH3:12])[N:8]=1)=[O:6] |f:0.1|. Procedure: Sodium hydride (1.57 g, 41.03 mmol) was added to a solution of 1H-pyrazole-3-carboxylic acid methyl ester (3.45 g, 27.36 mmol) in THF (20 mL) at 0° C. The mixture was stirred at 0° C. for 30 minutes. Then dimethylsulfamoyl chloride (4.41 mL, 41.03 mmol) was added and the mixture was allowed to warm to room temperature and stirred for 18 hours. The mixture was diluted with water and the product extracted with AcOEt. The organic layer was separated, dried (MgSO4), filtered and the solvents evapora...